Task: describe an organic reaction: reactants, conditions, products, and yield. Dataset: the Open Reaction Database (ORD), a public repository of structured organic reaction records The product is CCN(CC)C(=O)c1nc(CCl)n(-c2ccc(Cl)cc2C(=O)c2ccccc2)n1. RXN SMILES: [C:1]([c:2]1[cH:3][cH:4][cH:5][cH:6][cH:7]1)(=[O:8])[c:9]1[c:10](-[n:16]2[n:17][c:18]([C:23](=[O:24])[Cl:25])[n:19][c:20]2[CH2:21][Cl:22])[cH:11][cH:12][c:13]([Cl:15])[cH:14]1.[CH2:26]([CH3:27])[NH:28][CH2:29][CH3:30].[O:31]1[CH2:32][CH2:33][O:34][CH2:35][CH2:36]1>>[C:1]([c:2]1[cH:3][cH:4][cH:5][cH:6][cH:7]1)(=[O:8])[c:9]1[c:10](-[n:16]2[n:17][c:18]([C:23](=[O:24])[N:28]([CH2:26][CH3:27])[CH2:29][CH3:30])[n:19][c:20]2[CH2:21][Cl:22])[cH:11][cH:12][c:13]([Cl:15])[cH:14]1. The reactants are O=C(Cl)c1nc(CCl)n(-c2ccc(Cl)cc2C(=O)c2ccccc2)n1, CCNCC, C1COCCO1. The product is ClC1=CC=2C3=C(C=NC2C=C1)N=C(N3C3=C(C=CC=C3)Cl)CC(=N)NO (2-[8-Chloro-1-(2-chloro-phenyl)-1H-imidazo[4,5-c]quinolin-2-yl]-N-hydroxy-acetamidine). The reactants are ClC1=CC=2C3=C(C=NC2C=C1)N=C(N3C3=C(C=CC=C3)Cl)CC#N ([8-Chloro-1-(2-chloro-phenyl)-1H-imidazo[4,5-c]quinolin-2-yl]-acetonitrile), Cl.NO (hydroxylamin hydrochloride), C([O-])([O-])=O.[Na+].[Na+] (sodium carbonate). As a reaction SMILES: [Cl:1][C:2]1[CH:11]=[CH:10][C:9]2[N:8]=[CH:7][C:6]3[N:12]=[C:13]([CH2:22][C:23]#[N:24])[N:14]([C:15]4[CH:20]=[CH:19][CH:18]=[CH:17][C:16]=4[Cl:21])[C:5]=3[C:4]=2[CH:3]=1.Cl.[NH2:26][OH:27].C(=O)([O-])[O-].[Na+].[Na+]>O.CN(C=O)C>[Cl:1][C:2]1[CH:11]=[CH:10][C:9]2[N:8]=[CH:7][C:6]3[N:12]=[C:13]([CH2:22][C:23]([NH:26][OH:27])=[NH:24])[N:14]([C:15]4[CH:20]=[CH:19][CH:18]=[CH:17][C:16]=4[Cl:21])[C:5]=3[C:4]=2[CH:3]=1 |f:1.2,3.4.5|. Run in O (water), CN(C)C=O (DMF). Procedure details: The title compound is prepared in analogy to Example 86, starting from 500 mg (1.415 mmol) of [8-chloro-1-(2-chloro-phenyl)-1H-imidazo[4,5-]quinolin-2-yl]-acetonitrile (Example 85), 590 mg (8.5 mmol) hydroxylamin hydrochloride, 495 mg (4.67 mmol) sodium carbonate in 2.8 ml water and 11.5 ml DMF. mp: 114° C.; MS: 386 (M++1); HPLC: tret=70.40 min (Grad 1). Starting materials: resultant mixture, N([C@@H](CC1=CC=CC=C1)C(=O)O)C(=O)OC(C)(C)C (BOC-Phe-OH), N1[C@H](C(=O)OCC2=CC=CC=C2)CCC1.Cl (H-Pro-OBzl·HCl), C1CCC(CC1)N=C=NC2CCCCC2 (DCC). The solvent is C(Cl)(Cl)Cl (chloroform), C1CCOC1 (THF), C(C)N(CC)CC (triethylamine), C1CCOC1 (THF), C(Cl)(Cl)Cl (chloroform), C(C)(=O)O (acetic acid). The product is N([C@@H](CC1=CC=CC=C1)C(=O)N1[C@H](C(=O)OCC2=CC=CC=C2)CCC1)C(=O)OC(C)(C)C (BOC-Phe-Pro-OBzl). Isolated yield 75.1%. Reaction SMILES: [NH:1]1[CH2:15][CH2:14][CH2:13][C@H:2]1[C:3]([O:5][CH2:6][C:7]1[CH:12]=[CH:11][CH:10]=[CH:9][CH:8]=1)=[O:4].Cl.[NH:17]([C:29]([O:31][C:32]([CH3:35])([CH3:34])[CH3:33])=[O:30])[C@H:18]([C:26](O)=[O:27])[CH2:19][C:20]1[CH:25]=[CH:24][CH:23]=[CH:22][CH:21]=1.C1CCC(N=C=NC2CCCCC2)CC1>C(Cl)(Cl)Cl.C(O)(=O)C.C1COCC1.C(N(CC)CC)C>[NH:17]([C:29]([O:31][C:32]([CH3:35])([CH3:34])[CH3:33])=[O:30])[C@H:18]([C:26]([N:1]1[CH2:15][CH2:14][CH2:13][C@H:2]1[C:3]([O:5][CH2:6][C:7]1[CH:8]=[CH:9][CH:10]=[CH:11][CH:12]=1)=[O:4])=[O:27])[CH2:19][C:20]1[CH:25]=[CH:24][CH:23]=[CH:22][CH:21]=1 |f:0.1|. Procedure details: To 121 g of H-Pro-OBzl·HCl, 400 ml of THF was added and 70 ml of triethylamine was added dropwise thereto under cooling with stirring. Further, 100 ml of THF and 50 ml of chloroform were added thereto. To the resultant mixture, 132 g of BOC-Phe-OH was added and 113 g of DCC dissolved in 100 ml of chloroform was added dropwise under cooling with stirring over a period of 1 hour. The mixture was stirred at a temperaturebelow 10° C. and after 16 hours, 5 ml of acetic acid was added thereto under co... Reactants: BrC1=CN(C=2N=CN=C(C21)N[C@@H](C)C2=NN1C(C(N2C2=CC=CC=C2)=O)=C(C=C1)C)COCC[Si](C)(C)C ((S)-2-(1-((5-Bromo-7-((2-(trimethylsilyl)ethoxy)methyl)-7H-pyrrolo[2,3-d]pyrimidin-4-yl)amino)ethyl)-5-methyl-3-phenylpyrrolo[2,1-f][1,2,4]triazin-4(3H)-one), CC=1OC(=CN1)B1OC(C(O1)(C)C)(C)C (2-methyl-5-(4,4,5,5-tetramethyl-1,3,2-dioxaborolan-2-yl)oxazole), tetrakistriphenylphosphine palladium, C([O-])([O-])=O.[Na+].[Na+] (sodium carbonate), C([O-])([O-])=O.[K+].[K+] (potassium carbonate). Run in CN(C)C=O (DMF). Conditions: temperature 100 celsius, time 2 hour. Product: CC=1C=CN2N=C(N(C(C21)=O)C2=CC=CC=C2)[C@H](C)NC=2C1=C(N=CN2)N(C=C1C1=CN=C(O1)C)COCC[Si](C)(C)C ((S)-5-Methyl-2-(1-((5-(2-methyloxazol-5-yl)-7-((2-(trimethylsilyl)ethoxy)methyl)-7H-pyrrolo[2,3-d]pyrimidin-4-yl)amino)ethyl)-3-phenylpyrrolo[2,1-f][1,2,4]triazin-4(3H)-one). The yield is 51.9%. Reaction SMILES: Br[C:2]1[C:10]2[C:9]([NH:11][C@H:12]([C:14]3[N:19]([C:20]4[CH:25]=[CH:24][CH:23]=[CH:22][CH:21]=4)[C:18](=[O:26])[C:17]4=[C:27]([CH3:30])[CH:28]=[CH:29][N:16]4[N:15]=3)[CH3:13])=[N:8][CH:7]=[N:6][C:5]=2[N:4]([CH2:31][O:32][CH2:33][CH2:34][Si:35]([CH3:38])([CH3:37])[CH3:36])[CH:3]=1.[CH3:39][C:40]1[O:41][C:42](B2OC(C)(C)C(C)(C)O2)=[CH:43][N:44]=1.C(=O)([O-])[O-].[Na+].[Na+].C(=O)([O-])[O-].[K+].[K+]>CN(C=O)C>[CH3:30][C:27]1[CH:28]=[CH:29][N:16]2[C:17]=1[C:18](=[O:26])[N:19]([C:20]1[CH:21]=[CH:22][CH:23]=[CH:24][CH:25]=1)[C:14]([C@@H:12]([NH:11][C:9]1[C:10]3[C:2]([C:42]4[O:41][C:40]([CH3:39])=[N:44][CH:43]=4)=[CH:3][N:4]([CH2:31][O:32][CH2:33][CH2:34][Si:35]([CH3:36])([CH3:37])[CH3:38])[C:5]=3[N:6]=[CH:7][N:8]=1)[CH3:13])=[N:15]2 |f:2.3.4,5.6.7|. Procedure: (S)-2-(1-((5-Bromo-7-((2-(trimethylsilyl)ethoxy)methyl)-7H-pyrrolo[2,3-d]pyrimidin-4-yl)amino)ethyl)-5-methyl-3-phenylpyrrolo[2,1-f][1,2,4]triazin-4(3H)-one (60 mg, 0.1 mmol) was treated with 2-methyl-5-(4,4,5,5-tetramethyl-1,3,2-dioxaborolan-2-yl)oxazole (52 mg, 0.25 mmol), tetrakistriphenylphosphine palladium (35 mg, 0.03 mmol) and aqueous solution of sodium carbonate (2M, 125 μl, 0.25 mmol) in DMF (1.5 ml). The reaction mixture was submitted at vacuum-argon cycles and stirred at 100° C. for 2...